Dataset: the Open Reaction Database (ORD), a public repository of structured organic reaction records. Task: describe an organic reaction: reactants, conditions, products, and yield The reactants are [Li+].[OH-] (LiOH), COC=1C=C2C=C(N=C(C2=CC1OC)CCC)O (6,7-dimethoxy-1-propylisoquinolin-3-ol), COC=1C=C2C=C(N=C(C2=CC1OC)CCC)O (6,7-Dimethoxy-1-propylisoquinolin-3-ol), Cl.ClCC=1C(=NC2=CC(=C(C=C2C1)OC)F)NCC (3-(chloromethyl)-N-ethyl-7-fluoro-6-methoxyquinolin-2-amine hydrochloride), Cl.ClCC=1C(=NC2=CC(=C(C=C2C1)OC)F)NCC (3-(Chloromethyl)-N-ethyl-7-fluoro-6-methoxyquinolin-2-amine hydrochloride). Run in C1CCOC1 (THF). Conditions: temperature 155 celsius, time 1.5 hour. The product is C(C)NC1=NC2=CC(=C(C=C2C=C1CC1=C(N=C(C2=CC(=C(C=C12)OC)OC)CCC)O)OC)F (4-((2-(ethylamino)-7-fluoro-6-methoxyquinolin-3-yl)methyl)-6,7-dimethoxy-1-propylisoquinolin-3-ol). As a reaction SMILES: [CH3:1][O:2][C:3]1[CH:4]=[C:5]2[C:10](=[CH:11][C:12]=1[O:13][CH3:14])[C:9]([CH2:15][CH2:16][CH3:17])=[N:8][C:7]([OH:18])=[CH:6]2.Cl.Cl[CH2:21][C:22]1[C:23]([NH:35][CH2:36][CH3:37])=[N:24][C:25]2[C:30]([CH:31]=1)=[CH:29][C:28]([O:32][CH3:33])=[C:27]([F:34])[CH:26]=2.[Li+].[OH-]>C1COCC1>[CH2:36]([NH:35][C:23]1[C:22]([CH2:21][C:6]2[C:5]3[C:10](=[CH:11][C:12]([O:13][CH3:14])=[C:3]([O:2][CH3:1])[CH:4]=3)[C:9]([CH2:15][CH2:16][CH3:17])=[N:8][C:7]=2[OH:18])=[CH:31][C:30]2[C:25](=[CH:26][C:27]([F:34])=[C:28]([O:32][CH3:33])[CH:29]=2)[N:24]=1)[CH3:37] |f:1.2,3.4|. Procedure: To a stirred solution of 6,7-dimethoxy-1-propylisoquinolin-3-ol RBO 35142 (184 mg, 0.744 mmol) in THF (15 mL) in a 20 mL microwave vial equipped with a magnetic stirrer was added 3-(chloromethyl)-N-ethyl-7-fluoro-6-methoxyquinolin-2-amine hydrochloride SMA 44096 (227 mg, 0.744 mmol) at RT followed by a 2 N aq. LiOH solution (0.75 mL, 1.50 mmol) and the mixture was stirred at 155° C. for 1.5 h under microwave irradiation. The microwave vial was then cooled in an ice bath and the solid was filtere... Reactants: CC1=CC(OC2=C(C(=CC=C12)O)C)=O (4,8-dimethyl-7-hydroxycoumarin), C([O-])([O-])=O.[K+].[K+] (potassium carbonate), ClC(=C)CCl (2,3-dichloropropene). The solvent is CC(=O)C (acetone). Product: CC1=CC(OC2=C(C(=CC=C12)OCC(=C)Cl)C)=O (4,8-dimethyl-7-(2'-chloroallyloxy)coumarin). Isolated yield 77.0%. RXN SMILES: [CH3:1][C:2]1[C:11]2[C:6](=[C:7]([CH3:13])[C:8]([OH:12])=[CH:9][CH:10]=2)[O:5][C:4](=[O:14])[CH:3]=1.C(=O)([O-])[O-].[K+].[K+].[Cl:21][C:22]([CH2:24]Cl)=[CH2:23]>CC(C)=O>[CH3:1][C:2]1[C:11]2[C:6](=[C:7]([CH3:13])[C:8]([O:12][CH2:24][C:22]([Cl:21])=[CH2:23])=[CH:9][CH:10]=2)[O:5][C:4](=[O:14])[CH:3]=1 |f:1.2.3|. Procedure: A mixture of 4,8-dimethyl-7-hydroxycoumarin (8.00 g., 42.1 m mole); anhydrous potassium carbonate (18.1 g., 130 m mole); 2,3-dichloropropene (33.6 g., 302 m mole); and acetone (600 ml.) was stirred and heated under reflux for twenty-four hours. The reaction mixture was concentrated to ca. 200 ml., filtered, and the inorganic salts were washed with acetone. Evaporation of the combined filtrate and washing under reduced pressure left a tan-colored residue (11.30 g.). Recrystallization from aqueous... Starting materials: Cl, O=C(O)C(F)(F)C(F)(F)C(F)(F)OC(F)=C(F)F, O=S(Cl)Cl, c1ccncc1. Yields the product [Cl-], O=C(O)C(F)(F)C(F)(F)C(F)(F)OC(F)=C(F)F. Reaction SMILES: [ClH:23].[F:1][C:2]([C:3](=[O:4])[OH:5])([C:6]([C:7]([O:8][C:9](=[C:10]([F:11])[F:12])[F:13])([F:14])[F:15])([F:16])[F:17])[F:18].[S:19]([Cl:20])([Cl:21])=[O:22].[cH:24]1[cH:25][cH:26][n:27][cH:28][cH:29]1>>[Cl-:21].[F:1][C:2]([C:3](=[O:4])[OH:5])([C:6]([C:7]([O:8][C:9](=[C:10]([F:11])[F:12])[F:13])([F:14])[F:15])([F:16])[F:17])[F:18]. The reactants are B(O)(O)C1=C(O[C@H](C(=O)O)C)C=CC(=C1)Cl (2-(2-Borono-4-chlorophenoxy)-(2S)-propanoic acid), BrC1=CC=C(C=C1)S(=O)(=O)N(C)C (4-bromo-N,N-dimethylbenzenesulfonamide). Solvent: C1CCOC1 (THF). Yields the product ClC=1C=CC(=C(C1)C1=CC=C(C=C1)S(=O)(=O)N(C)C)O[C@H](C(=O)O)C ([[5-Chloro-4′-[(dimethylamino)sulfonyl][1,1′-biphenyl]-2-yl]oxy]-(2S)-propanoic acid). RXN SMILES: B([C:4]1[CH:15]=[C:14]([Cl:16])[CH:13]=[CH:12][C:5]=1[O:6][C@@H:7]([CH3:11])[C:8]([OH:10])=[O:9])(O)O.Br[C:18]1[CH:23]=[CH:22][C:21]([S:24]([N:27]([CH3:29])[CH3:28])(=[O:26])=[O:25])=[CH:20][CH:19]=1>C1COCC1>[Cl:16][C:14]1[CH:13]=[CH:12][C:5]([O:6][C@@H:7]([CH3:11])[C:8]([OH:10])=[O:9])=[C:4]([C:18]2[CH:19]=[CH:20][C:21]([S:24]([N:27]([CH3:29])[CH3:28])(=[O:25])=[O:26])=[CH:22][CH:23]=2)[CH:15]=1. Reported procedure: The title compound was prepared by the method of example 144 step (i) using the product from step (iv) and 4-bromo-N,N-dimethylbenzenesulfonamide and THF as solvent. Yield (0.068 g). Starting materials: C1(=CC=CC=C1)CC#C (3-phenyl-propyne), O (Water), COC(C1=CC=C(C=C1)CN1C(N(C2=CC=C(C=C2C1=O)I)C)=O)=O (4-(6-Iodo-1-methyl-2,4-dioxo-1,4-dihydro-2H-quinazolin-3-ylmethyl)-benzoic acid methyl ester), C(C)(C)N(CC)C(C)C (di-isopropyl ethylamine), bis-triphenylphosphine palladium di-chloride. Reagents/catalysts: [Cu]I (CuI). Run in CN(C)C=O (DMF). Conditions: temperature 70 celsius, time 8 hour. Yields the product IC=1C=CC(=C(C(=O)NCC2=CC=C(C(=O)OC)C=C2)C1)NC (Methyl 4-[(5-iodo-2-methylamino-benzoylamino)-methyl]-benzoate). RXN SMILES: [CH3:1][O:2][C:3](=[O:25])[C:4]1[CH:9]=[CH:8][C:7]([CH2:10][N:11]2[C:20](=[O:21])[C:19]3[C:14](=[CH:15][CH:16]=[C:17]([I:22])[CH:18]=3)[N:13](C)[C:12]2=O)=[CH:6][CH:5]=1.C(N(C(C)C)CC)(C)C.C1(CC#C)C=CC=CC=1.O>CN(C=O)C.[Cu]I>[I:22][C:17]1[CH:16]=[CH:15][C:14]([NH:13][CH3:12])=[C:19]([CH:18]=1)[C:20]([NH:11][CH2:10][C:7]1[CH:8]=[CH:9][C:4]([C:3]([O:2][CH3:1])=[O:25])=[CH:5][CH:6]=1)=[O:21]. Procedure: To 19.6 g (44.9 mmol) 4-(6-Iodo-1-methyl-2,4-dioxo-1,4-dihydro-2H-quinazolin-3-ylmethyl)-benzoic acid methyl ester and 23.2 g (179.6 mmol) di-isopropyl ethylamine in 200 ml DMF is added bis-triphenylphosphine palladium di-chloride (1.0 g, catalytic) followed by CuI (0.4 g, catalytic). 7.3 g (62.9 mmol) 3-phenyl-propyne is added and the mixture is heated to 70° C. for 6 hrs. The mixture is allowed to cool to room temperature and stir overnight. Water is added and the mixture stirred 30 minutes. F... Starting materials: [Al+3], COC(=O)c1c[nH]c(C)c1, [Cl-], [Cl-], [Cl-], [Cl-], CC(C)=C(Cl)N(C)C, ClCCl, Cl, COC1CCN(C(=O)c2cc(CC(=O)O)ccc2F)CC1. Product: COC(=O)c1c[nH]c(C)c1C(=O)Cc1ccc(F)c(C(=O)N2CCC(OC)CC2)c1. RXN SMILES: [Al+3:14].[CH3:1][c:2]1[cH:3][c:4]([C:7](=[O:8])[O:9][CH3:10])[cH:5][nH:6]1.[Cl-:11].[Cl-:12].[Cl-:13].[Cl-:15].[Cl:16][C:17]([N:18]([CH3:19])[CH3:20])=[C:21]([CH3:22])[CH3:23].[Cl:46][CH2:47][Cl:48].[ClH:45].[F:24][c:25]1[c:26]([C:35](=[O:36])[N:37]2[CH2:38][CH2:39][CH:40]([O:43][CH3:44])[CH2:41][CH2:42]2)[cH:27][c:28]([CH2:31][C:32](=[O:33])[OH:34])[cH:29][cH:30]1>>[CH3:1][c:2]1[c:3]([C:32]([CH2:31][c:28]2[cH:27][c:26]([C:35](=[O:36])[N:37]3[CH2:38][CH2:39][CH:40]([O:43][CH3:44])[CH2:41][CH2:42]3)[c:25]([F:24])[cH:30][cH:29]2)=[O:33])[c:4]([C:7](=[O:8])[O:9][CH3:10])[cH:5][nH:6]1. The reactants are ClC=1C=CC=2N(C(C3=C(N(C2N1)CC)N=CC(=C3)C#C)=O)C (2-chloro-5,11-dihydro-11-ethyl-8-ethynyl-5-methyl-6H-dipyrido[3,2-b:2',3'-e][1,4]diazepin-6-one), BrC1=CC(=NC=C1)C (4-bromo-2-picoline). Product: ClC=1C=CC=2N(C(C3=C(N(C2N1)CC)N=CC(=C3)\C=C\C3=CC(=NC=C3)C)=O)C (2-Chloro-5,11-dihydro-11-ethyl-5-methyl-8-[trans-2-(2-methylpyrid-4-yl)ethen-1-yl]-6H -dipyrido[3,2-b:2',3'-e][1,4]diazepin-6-one). The yield is 83.8%. RXN SMILES: [Cl:1][C:2]1[CH:3]=[CH:4][C:5]2[N:6]([CH3:22])[C:7](=[O:21])[C:8]3[CH:18]=[C:17]([C:19]#[CH:20])[CH:16]=[N:15][C:9]=3[N:10]([CH2:13][CH3:14])[C:11]=2[N:12]=1.Br[C:24]1[CH:29]=[CH:28][N:27]=[C:26]([CH3:30])[CH:25]=1>>[Cl:1][C:2]1[CH:3]=[CH:4][C:5]2[N:6]([CH3:22])[C:7](=[O:21])[C:8]3[CH:18]=[C:17](/[CH:19]=[CH:20]/[C:24]4[CH:29]=[CH:28][N:27]=[C:26]([CH3:30])[CH:25]=4)[CH:16]=[N:15][C:9]=3[N:10]([CH2:13][CH3:14])[C:11]=2[N:12]=1. Procedure: By a procedure analogous to that described in Example 51b, 48 mg (0.15 mmol) of 2-chloro-5,11-dihydro-11-ethyl-8-ethynyl-5-methyl-6H-dipyrido[3,2-b:2',3'-e][1,4]diazepin-6-one coupled with 4-bromo-2-picoline (31 mg, 0.15 mmol) to provide 51 mg (83%) of the title compound.